From a dataset of the Open Reaction Database (ORD), a public repository of structured organic reaction records. describe an organic reaction: reactants, conditions, products, and yield Reactants: FC=1C(=C2C(=NC1)C(=NN2)N)I (6-Fluoro-7-iodo-1H-pyrazolo[4,3-b]pyridin-3-amine), CN(C)C=O (DMF), N(=O)OC(C)(C)C (tert-butyl nitrite), I (HI). The solvent is O (water). The product is FC=1C(=C2C(=NC1)C=NN2)I (6-fluoro-7-iodo-1H-pyrazolo[4,3-b]pyridine). The yield is 11.7%. Reaction SMILES: [F:1][C:2]1[C:3]([I:12])=[C:4]2[NH:10][N:9]=[C:8](N)[C:5]2=[N:6][CH:7]=1.CN(C=O)C.N(OC(C)(C)C)=O.I>O>[F:1][C:2]1[C:3]([I:12])=[C:4]2[NH:10][N:9]=[CH:8][C:5]2=[N:6][CH:7]=1. Procedure details: 6-Fluoro-7-iodo-1H-pyrazolo[4,3-b]pyridin-3-amine (2.0 g, 7.19 mmol) was combined with DMF (15 mL) and cooled to 0° C. before tert-butyl nitrite (1.709 mL, 14.39 mmol) was added. The reaction mixture was then warmed to room temperature and heated at 85° C. for 4 hours. The reaction mixture was cooled to room temperature and HI solution (1.614 g, 7.19 mmol) in water (57%) was added and heated to 85° C. for another 8 hours. The mixture was cooled, concentrated, to give a residue which was purified... Reactants: FC(C(=O)O)(F)F (Trifluoroacetic acid), C(C)(C)(C)OC(CCC1=C(C=C(C=C1)C(=O)N1C2=C(N(C=3N(N=CC3C1)C)C)C=CC=C2)C)=O (3-[4-(3,4-dimethyl-4,10-dihydro-3H-2,3,4,9-tetraaza-benzo[f]azulene-9-carbonyl)-2-methyl-phenyl]-propionic acid tert-butyl ester). Solvent: ClCCl (dichloromethane). Run at time 2 hour. Product: CN1N=CC=2CN(C3=C(N(C12)C)C=CC=C3)C(=O)C3=CC(=C(C=C3)CCC(=O)O)C (3-[4-(3,4-Dimethyl-4,10-dihydro-3H-2,3,4,9-tetraaza-benzo[f]azulene-9-carbonyl)-2-methyl-phenyl]-propionic Acid). The yield is 100.0%. RXN SMILES: FC(F)(F)C(O)=O.C([O:12][C:13](=[O:41])[CH2:14][CH2:15][C:16]1[CH:21]=[CH:20][C:19]([C:22]([N:24]2[CH2:33][C:32]3[CH:31]=[N:30][N:29]([CH3:34])[C:28]=3[N:27]([CH3:35])[C:26]3[CH:36]=[CH:37][CH:38]=[CH:39][C:25]2=3)=[O:23])=[CH:18][C:17]=1[CH3:40])(C)(C)C>ClCCl>[CH3:34][N:29]1[C:28]2[N:27]([CH3:35])[C:26]3[CH:36]=[CH:37][CH:38]=[CH:39][C:25]=3[N:24]([C:22]([C:19]3[CH:20]=[CH:21][C:16]([CH2:15][CH2:14][C:13]([OH:41])=[O:12])=[C:17]([CH3:40])[CH:18]=3)=[O:23])[CH2:33][C:32]=2[CH:31]=[N:30]1. Reported procedure: Trifluoroacetic acid (2 ml) was added to 3-[4-(3,4-dimethyl-4,10-dihydro-3H-2,3,4,9-tetraaza-benzo[f]azulene-9-carbonyl)-2-methyl-phenyl]-propionic acid tert-butyl ester from Example E80.1 (46 mg, 0.10 mmol) in dichloromethane (5 ml). The mixture was stirred for 2 h at room temperature then concentrated in vacuo to yield the title compound (40 mg, 100%). The reactants are [Na] (sodium), OC1=C(C(NC2=CC=CN=C12)=O)C(=O)OC (methyl 4-hydroxy-2-oxo-1,2-dihydro-1,5-naphthyridine-3-carboxylate), C(C1=CC=CC=C1)Br (benzyl bromide). The reagents and catalysts are [Br-].C(CCC)[N+](CCCC)(CCCC)CCCC (tetrabutylammonium bromide). Solvent: O (water), C(Cl)Cl (methylene chloride). Reaction conditions: temperature 50 celsius, time 8 hour. The product is C(C1=CC=CC=C1)N1C(C(=C(C2=NC=CC=C12)OCC1=CC=CC=C1)C(=O)OC)=O (methyl 1-benzyl-4-(benzyloxy)-2-oxo-1,2-dihydro-1,5-naphthyridine-3-carboxylate). RXN SMILES: [Na].[OH:2][C:3]1[C:12]2[C:7](=[CH:8][CH:9]=[CH:10][N:11]=2)[NH:6][C:5](=[O:13])[C:4]=1[C:14]([O:16][CH3:17])=[O:15].[CH2:18](Br)[C:19]1[CH:24]=[CH:23][CH:22]=[CH:21][CH:20]=1>O.C(Cl)Cl.[Br-].C([N+](CCCC)(CCCC)CCCC)CCC>[CH2:18]([N:6]1[C:7]2[C:12](=[N:11][CH:10]=[CH:9][CH:8]=2)[C:3]([O:2][CH2:18][C:19]2[CH:24]=[CH:23][CH:22]=[CH:21][CH:20]=2)=[C:4]([C:14]([O:16][CH3:17])=[O:15])[C:5]1=[O:13])[C:19]1[CH:24]=[CH:23][CH:22]=[CH:21][CH:20]=1 |f:5.6,^1:0|. Reported procedure: To a solution of the sodium salt of methyl 4-hydroxy-2-oxo-1,2-dihydro-1,5-naphthyridine-3-carboxylate (2.0 g, 7.57 mmol) in water (50 mL) was added a solution of benzyl bromide (3.89 g, 22.72 mmol) in methylene chloride (50 mL). To the biphasic solution was then added tetrabutylammonium bromide (1.2 g, 3.79 mmol) and the reaction was sealed and heated to 50° C. After stirring overnight the reactions was cooled and the two layers were separated. The aqueous layer was extracted one time with meth... Reactants: [N-]=[N+]=[N-].[Na+] (Sodium azide), O (water), C(CCCCC)NC(SC)=S (methyl N-hexyldithiocarbamate). Solvent: C(C)O (ethanol). Reaction conditions: temperature 90 celsius. Yields the product C(CCCCC)N1N=NN=C1S (1-hexyl-1H-tetrazole-5-thiol). Isolated yield 103.0%. As a reaction SMILES: [N-:1]=[N+:2]=[N-:3].[Na+].O.[CH2:6]([NH:12][C:13](=[S:16])SC)[CH2:7][CH2:8][CH2:9][CH2:10][CH3:11]>C(O)C>[CH2:6]([N:12]1[C:13]([SH:16])=[N:3][N:2]=[N:1]1)[CH2:7][CH2:8][CH2:9][CH2:10][CH3:11] |f:0.1|. Procedure details: Sodium azide (155.9 g.) and water (0.8 l.) were added under stirring to a solution of methyl N-hexyldithiocarbamate (430 g.) in ethanol (1.7 l.) and the resulting mixture was refluxed for 3.5 hours at 90° C. Ethanol was distilled off from the reaction mixture and the residue was washed with diethyl ether (1 l.), adjusted to pH 2.0 with conc.hydrochloric acid and extracted with diethyl ether (1 l.). The extract was washed with water, dried over magnesium sulfate and concentrated to give an oil of... As a reaction SMILES: [CH2:1](OC(=O)C1C=CC(CC)=CC=1)[CH3:2].Cl[C:15]1[CH:20]=[CH:19][C:18]([C:21]2[C:25]([C:26]3[CH:31]=[CH:30][N:29]=[C:28]([NH:32][C:33]4[CH:38]=[CH:37][C:36]([O:39][CH2:40][CH2:41][N:42]([CH2:45][CH3:46])[CH2:43][CH3:44])=[CH:35][CH:34]=4)[N:27]=3)=[CH:24][NH:23][N:22]=2)=[CH:17][CH:16]=1>>[CH2:43]([N:42]([CH2:45][CH3:46])[CH2:41][CH2:40][O:39][C:36]1[CH:37]=[CH:38][C:33]([NH:32][C:28]2[N:27]=[C:26]([C:25]3[C:21]([C:18]4[CH:19]=[CH:20][C:15]([CH2:1][CH3:2])=[CH:16][CH:17]=4)=[N:22][NH:23][CH:24]=3)[CH:31]=[CH:30][N:29]=2)=[CH:34][CH:35]=1)[CH3:44]. Product: C(C)N(CCOC1=CC=C(C=C1)NC1=NC=CC(=N1)C=1C(=NNC1)C1=CC=C(C=C1)CC)CC ([4-(2-Diethylamino-ethoxy)phenyl]-{4-[3-(4-ethyl-phenyl)-1H-pyrazol-4-yl]-pyrimidin-2-yl}-amine). Reactants: C(C)OC(C1=CC=C(C=C1)CC)=O (4-ethyl-benzoic acid ethyl ester), ClC1=CC=C(C=C1)C1=NNC=C1C1=NC(=NC=C1)NC1=CC=C(C=C1)OCCN(CC)CC ({4-[3-(4-Chloro-phenyl)-1H-pyrazol-4-yl]-pyrimidin-2-yl}-[4-(2-diethylamino-ethoxy)phenyl]-amine). Procedure: The title compound is prepared as described in Example 1 using 4-ethyl-benzoic acid ethyl ester (see Example 11) and 4-(2-diethylamino-ethoxy)-phenylamine (see Example 3). The reactants are O (water), [OH-].[K+] (potassium hydroxide), ClC1=C(C(=NN1C)C)C(C1=C(C=CC=C1Cl)Cl)=O (5-chloro-4-(2,6-dichlorobenzoyl)-1,3-dimethylpyrazole). Solvent: C(C)O (ethanol). The product is CN1N=C(C(=C1O)C(C1=C(C=CC=C1Cl)Cl)=O)C (1,3-Dimethyl-4-(2,6-dichlorobenzoyl)-5-hydroxypyrazole). Yield: 48.0%. Reaction SMILES: [OH2:1].[OH-].[K+].Cl[C:5]1[N:9]([CH3:10])[N:8]=[C:7]([CH3:11])[C:6]=1[C:12](=[O:21])[C:13]1[C:18]([Cl:19])=[CH:17][CH:16]=[CH:15][C:14]=1[Cl:20]>C(O)C>[CH3:10][N:9]1[C:5]([OH:1])=[C:6]([C:12](=[O:21])[C:13]2[C:18]([Cl:19])=[CH:17][CH:16]=[CH:15][C:14]=2[Cl:20])[C:7]([CH3:11])=[N:8]1 |f:1.2|. Procedure: In 5 ml. of water is dissolved 0.56 g. of potassium hydroxide and a solution of 1.52 g. of 5-chloro-4-(2,6-dichlorobenzoyl)-1,3-dimethylpyrazole in 10 ml. of ethanol is added thereto. The mixture is heated under reflux for 12 hours. After completion of the reaction, the reaction mixture is allowed to cool and extracted with benzene. An aqueous layer is separated and 2 N HCl solution is added to adjust the pH to 3-4, whereby crystalline substance is separated out. The resulting crystalline substa... The reactants are N1=CC(=CC2=CC=CC=C12)C1C(CCCC1)=O ((±)-2-(3-quinolinyl)cyclohexanone), NN1[C@@H](CCC1)COC ((S)-(-)-1-amino-2-(methoxymethyl)pyrrolidine), C1(=CC=C(C=C1)S(=O)(=O)O)C (p-toluenesulphonic acid). Run in C1(=CC=CC=C1)C (toluene). The product is COC[C@H]1N(CCC1)N=C1C(CCCC1)C=1C=NC2=CC=CC=C2C1 ((2S)-(-)-2-(methoxymethyl)-1-[2-(3-quinolinyl)cyclohexylideneamino]pyrrolidine). Reaction SMILES: [N:1]1[C:10]2[C:5](=[CH:6][CH:7]=[CH:8][CH:9]=2)[CH:4]=[C:3]([CH:11]2[CH2:16][CH2:15][CH2:14][CH2:13][C:12]2=O)[CH:2]=1.[NH2:18][N:19]1[CH2:23][CH2:22][CH2:21][C@H:20]1[CH2:24][O:25][CH3:26].C1(C)C=CC(S(O)(=O)=O)=CC=1>C1(C)C=CC=CC=1>[CH3:26][O:25][CH2:24][C@@H:20]1[CH2:21][CH2:22][CH2:23][N:19]1[N:18]=[C:12]1[CH2:13][CH2:14][CH2:15][CH2:16][CH:11]1[C:3]1[CH:2]=[N:1][C:10]2[C:5]([CH:4]=1)=[CH:6][CH:7]=[CH:8][CH:9]=2. Procedure: A mixture of (±)-2-(3-quinolinyl)cyclohexanone (0.5 g, 2.2 mmol), (S)-(-)-1-amino-2-(methoxymethyl)pyrrolidine (`SAMP`)(0.28 g, 2.2 mmol) and p-toluenesulphonic acid (10 mg) was refluxed in toluene (15 ml) for 2.5 hours. The toluene was removed in vacuo (40° C./14 mmHg,) to give a crude oil which was partitioned between water (20 ml) and ethyl acetate (25 ml). The aqueous layer was extracted with ethyl acetate (2×25 ml) and the combined organic extracts were dried over sodium sulphate then conce... Reactants: CCOC(C)=O, COc1ccccc1NC1COC(=O)C1, O=C(Cl)CCl, O, c1ccncc1. Yields the product COc1ccccc1N(C(=O)CCl)C1COC(=O)C1. Reaction SMILES: [CH3:27][CH2:28][O:29][C:30](=[O:31])[CH3:32].[CH3:6][O:7][c:8]1[c:9]([NH:14][CH:15]2[CH2:16][C:17](=[O:18])[O:19][CH2:20]2)[cH:10][cH:11][cH:12][cH:13]1.[Cl:1][CH2:2][C:3](=[O:4])[Cl:5].[OH2:33].[cH:21]1[cH:22][cH:23][n:24][cH:25][cH:26]1>>[Cl:1][CH2:2][C:3](=[O:4])[N:14]([c:9]1[c:8]([O:7][CH3:6])[cH:13][cH:12][cH:11][cH:10]1)[CH:15]1[CH2:16][C:17](=[O:18])[O:19][CH2:20]1. Reactants: ClCCCCC1=NN=NN1C1CCCCC1 (5-(4-chlorobutyl)-1-cyclohexyl-1H-tetrazole), N1C=NC=2C=NC=CC21 (imidazo[4,5-c]pyridine), BrCC1=CC=C(C(=O)OCC)C=C1 (ethyl 4-bromomethylbenzoate), N1C=NC2=NC=CC=C21 (imidazo[4,5-b]pyridine). Product: C1(CCCCC1)N1N=NN=C1CCCCN1C=NC=2C1=NC=CC2 (3-[4-(1-cylohexyl-1H-tetrazol-5-yl)butyl]-3H-imidazo[4,5-b]pyridine). Reaction SMILES: Cl[CH2:2][CH2:3][CH2:4][CH2:5][C:6]1[N:10]([CH:11]2[CH2:16][CH2:15][CH2:14][CH2:13][CH2:12]2)[N:9]=[N:8][N:7]=1.BrCC1C=CC(C(OCC)=O)=CC=1.[NH:30]1[C:38]2[C:33](=[N:34][CH:35]=[CH:36][CH:37]=2)[N:32]=[CH:31]1.N1C2C=CN=CC=2N=C1>>[CH:11]1([N:10]2[C:6]([CH2:5][CH2:4][CH2:3][CH2:2][N:32]3[C:33]4=[N:34][CH:35]=[CH:36][CH:37]=[C:38]4[N:30]=[CH:31]3)=[N:7][N:8]=[N:9]2)[CH2:16][CH2:15][CH2:14][CH2:13][CH2:12]1. Procedure details: Utilizing the procedure described in Example 1(a) employing 5-(4-chlorobutyl)-1-cyclohexyl-1H-tetrazole in lieu of ethyl 4-bromomethylbenzoate and imidazo[4,5-b]pyridine in lieu of imidazo[4,5-c]pyridine yielded an impure mixture of isomers. The mixture was purified by column chromatography (silica gel, 5% ethanol in chloroform) to yield a less polar isomer which was recrystallized from diethyl ether-chloroform to yield 3-[4-(1-cylohexyl-1H-tetrazol-5-yl)butyl]-3H-imidazo[4,5-b]pyridine as a col... Reactants: Cl, [Na+], C1CCOC1, [OH-], COC(=O)c1cn(-c2ccccn2)c2ncccc12. Yields the product O=C(O)c1cn(-c2ccccn2)c2ncccc12. As a reaction SMILES: [ClH:22].[Na+:2].[O:23]1[CH2:24][CH2:25][CH2:26][CH2:27]1.[OH-:1].[n:3]1[c:4](-[n:9]2[cH:10][c:11]([C:18](=[O:19])[O:20][CH3:21])[c:12]3[c:13]2[n:14][cH:15][cH:16][cH:17]3)[cH:5][cH:6][cH:7][cH:8]1>>[n:3]1[c:4](-[n:9]2[cH:10][c:11]([C:18](=[O:19])[OH:20])[c:12]3[c:13]2[n:14][cH:15][cH:16][cH:17]3)[cH:5][cH:6][cH:7][cH:8]1.